This data is from the Open Reaction Database (ORD), a public repository of structured organic reaction records. The task is: describe an organic reaction: reactants, conditions, products, and yield Reactants: 25, CC1(C(C2=CC=CC=C2CC1)N1C=NC=C1C#N)C (1-(1,2,3,4-tetrahydro-2,2-dimethyl-1-naphthalenyl)-1H-imidazole-5-carbonitrile), N (ammonia), [H][H] (hydrogen). The reagents and catalysts are [Ni] (Raney nickel). The solvent is CO (methanol). Product: CC1(C(C2=CC=CC=C2CC1)N1C=NC=C1CN)C (1-(1,2,3,4-tetrahydro-2,2-dimethyl-1-naphthalenyl)-1H-imidazole-5-methanamine), compound 2.37. Isolated yield 90.0%. Reaction SMILES: [CH3:1][C:2]1([CH3:19])[CH2:11][CH2:10][C:9]2[C:4](=[CH:5][CH:6]=[CH:7][CH:8]=2)[CH:3]1[N:12]1[C:16]([C:17]#[N:18])=[CH:15][N:14]=[CH:13]1.N.[H][H]>[Ni].CO>[CH3:1][C:2]1([CH3:19])[CH2:11][CH2:10][C:9]2[C:4](=[CH:5][CH:6]=[CH:7][CH:8]=2)[CH:3]1[N:12]1[C:16]([CH2:17][NH2:18])=[CH:15][N:14]=[CH:13]1. Reported procedure: A mixture of 25 parts of 1-(1,2,3,4-tetrahydro-2,2-dimethyl-1-naphthalenyl)-1H-imidazole-5-carbonitrile and 360 parts of methanol, saturated with ammonia was hydrogenated at normal pressure and at room temperature with 2 parts of Raney nickel catalyst. After the calculated amount of hydrogen was taken up, the catalyst was filtered off and the filtrate was evaporated. The residue was dried at 100° C., yielding 23 parts (90.0%) of 1-(1,2,3,4-tetrahydro-2,2-dimethyl-1-naphthalenyl)-1H-imidazole-5-m... The reactants are CCOC(C)(C)C=O, CC(=O)O, CO, Cl, NC(=O)c1nc[nH]c1N. Product: CCOC(C)(C)CNc1nc[nH]c1C(N)=O. Reaction SMILES: [CH2:15]([CH3:16])[O:17][C:18]([CH:19]=[O:20])([CH3:21])[CH3:22].[CH3:11][C:12](=[O:13])[OH:14].[CH3:23][OH:24].[ClH:1].[NH2:2][c:3]1[c:4]([C:8](=[O:9])[NH2:10])[n:5][cH:6][nH:7]1>>[NH:2]([c:3]1[c:4]([C:8](=[O:9])[NH2:10])[nH:5][cH:6][n:7]1)[CH2:19][C:18]([O:17][CH2:15][CH3:16])([CH3:21])[CH3:22]. Starting materials: Nc1cccc(SCc2ccccc2)c1, CCOCC, N#CBr. Yields the product N#CNc1cccc(SCc2ccccc2)c1. RXN SMILES: [CH2:4]([c:5]1[cH:6][cH:7][cH:8][cH:9][cH:10]1)[S:11][c:12]1[cH:13][c:14]([NH2:15])[cH:16][cH:17][cH:18]1.[CH3:19][CH2:20][O:21][CH2:22][CH3:23].[N:1]#[C:2][Br:3]>>[N:1]#[C:2][NH:15][c:14]1[cH:13][c:12]([S:11][CH2:4][c:5]2[cH:6][cH:7][cH:8][cH:9][cH:10]2)[cH:18][cH:17][cH:16]1. Reactants: C1(CCCC1)OC1=NC=CC=C1S(=O)(=O)N (2-cyclopentyloxypyridin-3-ylsulfonamide), N12CCCCCC2=NCCC1 (1,8-diazabicyclo[5.4.0]undec-7-ene), COC1=NC(=NC(=N1)C)N(C([O-])=O)C1=CC=CC=C1 (N-(4-methoxy-6-methyl-1,3,5-triazin-2-yl)phenylcarbamate). Solvent: O1CCOCC1 (dioxan). Reaction conditions: time 0.5 hour. The product is C1(CCCC1)OC1=NC=CC=C1S(=O)(=O)NC(=O)NC1=NC(=NC(=N1)OC)C (N-(2-cyclopentyloxypyridin-3-ylsulfonyl)-N'-(4-methoxy-6-methyl-1,3,5-triazin-2-yl)urea). The yield is 95.5%. RXN SMILES: [CH:1]1([O:6][C:7]2[C:12]([S:13]([NH2:16])(=[O:15])=[O:14])=[CH:11][CH:10]=[CH:9][N:8]=2)[CH2:5][CH2:4][CH2:3][CH2:2]1.N12CCCN=C1CCCCC2.[CH3:28][O:29][C:30]1[N:35]=[C:34]([CH3:36])[N:33]=[C:32]([N:37](C2C=CC=CC=2)[C:38](=O)[O-:39])[N:31]=1>O1CCOCC1>[CH:1]1([O:6][C:7]2[C:12]([S:13]([NH:16][C:38]([NH:37][C:32]3[N:31]=[C:30]([O:29][CH3:28])[N:35]=[C:34]([CH3:36])[N:33]=3)=[O:39])(=[O:15])=[O:14])=[CH:11][CH:10]=[CH:9][N:8]=2)[CH2:2][CH2:3][CH2:4][CH2:5]1. Reported procedure: To a mixture of 4.84 g of 2-cyclopentyloxypyridin-3-ylsulfonamide and 3.13 ml of 1,8-diazabicyclo[5.4.0]undec-7-ene in 50 ml of absolute dioxan are added 5.46 g of N-(4-methoxy-6-methyl-1,3,5-triazin-2-yl)phenylcarbamate at 20° to 25° C. The mixture is stirred for 1/2 hour, the precipitate is isolated and the filtrate is concentrated by evaporation. The residue is triturated with 10 ml of 2N hydrochloric acid and the crystals so obtained are isolated, washed with ether and water and dried, affor... The reactants are CN(C=O)C (dimethylformamide), C[Si](OC1=CC2=CC=CC=C2CC1)(C)C (2-trimethylsilyloxy-3,4-dihydronaphthalene), [F-].C(CCC)[N+](CCCC)(CCCC)CCCC (tetra-n-butylammonium fluoride), BrC1=CC(=C(C=C1)Cl)OC (4-bromo-2-methoxy-1-chlorobenzene). Run in C(C)(C)(C)OC (t-butylmethyl ether), O (water). Reaction conditions: temperature 90 celsius. Yields the product ClC1=C(C=C(C=C1)C1C(CCC2=CC=CC=C12)=O)OC ((±)-(1RS)-1-(4-chloro-3-methoxyphenyl)-3,4-dihydro-2(1H)naphthalenone). Reaction SMILES: C[Si](C)(C)[O:3][C:4]1[CH2:13][CH2:12][C:11]2[C:6](=[CH:7][CH:8]=[CH:9][CH:10]=2)[CH:5]=1.[F-].C([N+](CCCC)(CCCC)CCCC)CCC.Br[C:35]1[CH:40]=[CH:39][C:38]([Cl:41])=[C:37]([O:42][CH3:43])[CH:36]=1.CN(C)C=O>C(OC)(C)(C)C.O>[Cl:41][C:38]1[CH:39]=[CH:40][C:35]([CH:5]2[C:6]3[C:11](=[CH:10][CH:9]=[CH:8][CH:7]=3)[CH2:12][CH2:13][C:4]2=[O:3])=[CH:36][C:37]=1[O:42][CH3:43] |f:1.2|. Procedure details: Charge an oven dried, argon flushed 25-mL 2-necked round bottomed flask equipped with a stirring bar and reflux condenser with 2-trimethylsilyloxy-3,4-dihydronaphthalene (0.4247 grams, 1.9449 mmoles) and tetra-n-butylammonium fluoride (2.3 mL, 2.30 mmoles, 1 M in tetrahydrofuran), stir for a few minutes and then add 4-bromo-2-methoxy-1-chlorobenzene (0.4336 grams, 1.9577 mmoles) dichlorobis(tri-ο-tolyl-phosphine)palladium (0.0154 grams, 0.0196 mmoles) and 5 mL dimethylformamide. Heat the reactio...